Dataset: the Open Reaction Database (ORD), a public repository of structured organic reaction records. Task: describe an organic reaction: reactants, conditions, products, and yield Starting materials: FC1=CC=C(NC2=C(C(=O)OC(C)(C)C)C=CC(=C2)C2=CC=C(C=C2)O)C=C1 (tert-butyl 2-(4-fluoroanilino)-4-(4-hydroxyphenyl)benzoate). Run in FC(C(=O)O)(F)F (Trifluoroacetic acid). Run at time 1 hour. The product is FC1=CC=C(NC2=C(C(=O)O)C=CC(=C2)C2=CC=C(C=C2)O)C=C1 (2-(4-fluoroanilino)-4-(4-hydroxyphenyl)benzoic acid). As a reaction SMILES: [F:1][C:2]1[CH:28]=[CH:27][C:5]([NH:6][C:7]2[CH:19]=[C:18]([C:20]3[CH:25]=[CH:24][C:23]([OH:26])=[CH:22][CH:21]=3)[CH:17]=[CH:16][C:8]=2[C:9]([O:11]C(C)(C)C)=[O:10])=[CH:4][CH:3]=1>FC(F)(F)C(O)=O>[F:1][C:2]1[CH:28]=[CH:27][C:5]([NH:6][C:7]2[CH:19]=[C:18]([C:20]3[CH:25]=[CH:24][C:23]([OH:26])=[CH:22][CH:21]=3)[CH:17]=[CH:16][C:8]=2[C:9]([OH:11])=[O:10])=[CH:4][CH:3]=1. Procedure: Trifluoroacetic acid 10 mL was added to the obtained tert-butyl 2-(4-fluoroanilino)-4-(4-hydroxyphenyl)benzoate, and it was stirred at room temperature for 1 hour. The solvent was removed under reduced pressure, the obtained residue was refined by reversed-phase silica gel column chromatography [eluent; 55-90% acetonitrile/0.1% trifluoroacetic acid aqueous solution] to give 2-(4-fluoroanilino)-4-(4-hydroxyphenyl)benzoic acid 14 mg of pale yellow solid. The reactants are O (water), FC1=C(C(=C(C(=C1O)F)F)F)F (pentafluorophenol), C1(CCCCC1)N=C=NC1CCCCC1 (N,N′-dicyclohexylcarbodiimide), C(C1=CC=CC=C1)OCCN1CCN(CC1)C1=C(C=C(C(=O)O)C=C1)\C=C/C ((Z)-4-{4-[2-(benzyloxy)ethyl]piperazin-1-yl}-3-(prop-1-en-1-yl)benzoic acid). Solvent: C(C)(=O)OCC (ethyl acetate). Reaction conditions: time 14 hour. Yields the product C(C1=CC=CC=C1)OCCN1CCN(CC1)C1=C(C=C(C(=O)OC2=C(C(=C(C(=C2F)F)F)F)F)C=C1)\C=C/C (perfluorophenyl (Z)-4-{4-[2-(benzyloxy)ethyl]piperazin-1-yl}-3-(prop-1-en-1-yl)benzoate). Yield: 88.4%. RXN SMILES: [CH2:1]([O:8][CH2:9][CH2:10][N:11]1[CH2:16][CH2:15][N:14]([C:17]2[CH:25]=[CH:24][C:20]([C:21]([OH:23])=[O:22])=[CH:19][C:18]=2/[CH:26]=[CH:27]\[CH3:28])[CH2:13][CH2:12]1)[C:2]1[CH:7]=[CH:6][CH:5]=[CH:4][CH:3]=1.[F:29][C:30]1[C:35](O)=[C:34]([F:37])[C:33]([F:38])=[C:32]([F:39])[C:31]=1[F:40].C1(N=C=NC2CCCCC2)CCCCC1.O>C(OCC)(=O)C>[CH2:1]([O:8][CH2:9][CH2:10][N:11]1[CH2:12][CH2:13][N:14]([C:17]2[CH:25]=[CH:24][C:20]([C:21]([O:23][C:35]3[C:34]([F:37])=[C:33]([F:38])[C:32]([F:39])=[C:31]([F:40])[C:30]=3[F:29])=[O:22])=[CH:19][C:18]=2/[CH:26]=[CH:27]\[CH3:28])[CH2:15][CH2:16]1)[C:2]1[CH:3]=[CH:4][CH:5]=[CH:6][CH:7]=1. Procedure details: (Z)-4-{4-[2-(benzyloxy)ethyl]piperazin-1-yl}-3-(prop-1-en-1-yl)benzoic acid (13 mg, 0.0331 mmol) was dissolved in ethyl acetate (3.3 mL). At room temperature, pentafluorophenol (7.3 mg, 0.0397 mmol) and N,N′-dicyclohexylcarbodiimide (8.2 mg, 0.0397 mmol) were added sequentially, and the mixture was stirred at room temperature for 14 hours. The reaction solution was added water, extracted with ethyl acetate. The organic layer was washed with brine, dried over anhydrous sodium sulfate, and concent... Reactants: c1(ccccc1)CN, [B-]1([C@@H]2[C@H]([C@@H]3C([C@H](C2)C3)(C)C)CCOCc2ccccc2)[C@H]2CCC[C@@H]1CCC2.[Li+], C1CN(C[C@@H](C1=O)O)S(=O)(=O)C. Reagents/catalysts: c1ccc(cc1)-c2c3ccccc3cc4ccccc24 (9-Phenylanthracene), CC(C)[O-].CC(C)[O-].CC(C)[O-].CC(C)[O-].[Ti+4] (Ti(OiPr)4). Reaction conditions: temperature 25 celsius, time 18 hour. Product: CS(=O)(=O)N1CC[C@@H](N)[C@@H](O)C1. Reaction SMILES: [Li+].CC1([C@H](C[C@H]12)[C@H](CCOCc3ccccc3)[C@@H]([BH-]([C@H]4CCC5)[C@H]5CCC4)C2)C.[NH2:1]Cc1ccccc1.[CH3:2][S:3]([N:6]1[CH2:12][C@H:10]([OH:11])[C:9](=O)[CH2:8][CH2:7]1)(=[O:5])=[O:4]>>[CH3:2][S:3]([N:6]1[CH2:12][C@H:10]([OH:11])[C@H:9]([NH2:1])[CH2:8][CH2:7]1)(=[O:5])=[O:4]. The reactants are [Al+3], CCOC(=O)c1csc(N2CCN(C(=O)OC(C)(C)C)CC2)n1, C1CCOC1, [H-], [H-], [H-], [H-], [Li+]. The product is CC(C)(C)OC(=O)N1CCN(c2nc(CO)cs2)CC1. As a reaction SMILES: [Al+3:25].[C:1]([CH3:2])([CH3:3])([CH3:4])[O:5][C:6](=[O:7])[N:8]1[CH2:9][CH2:10][N:11]([c:14]2[s:15][cH:16][c:17]([C:19](=[O:20])[O:21][CH2:22][CH3:23])[n:18]2)[CH2:12][CH2:13]1.[CH2:30]1[O:31][CH2:32][CH2:33][CH2:34]1.[H-:24].[H-:27].[H-:28].[H-:29].[Li+:26]>>[C:1]([CH3:2])([CH3:3])([CH3:4])[O:5][C:6](=[O:7])[N:8]1[CH2:9][CH2:10][N:11]([c:14]2[s:15][cH:16][c:17]([CH2:19][OH:20])[n:18]2)[CH2:12][CH2:13]1.